Dataset: the Open Reaction Database (ORD), a public repository of structured organic reaction records. Task: describe an organic reaction: reactants, conditions, products, and yield Starting materials: OC1=C(C(=O)O)C=CC=C1[N+](=O)[O-] (2-Hydroxy-3-nitrobenzoic acid), O (water), OC1=C(C(=O)O)C=CC=C1[N+](=O)[O-] (2-Hydroxy-3-nitrobenzoic acid), ClC1=CC=C(C(C(=O)O)=C1)O (5-chlorosalicylic acid), ice, O (water). Solvent: C(C)(=O)O (acetic acid), C(C)(=O)O (acetic acid). Product: ClC1=CC(=C(C(C(=O)O)=C1)O)[N+](=O)[O-] (5-Chloro-3-nitrosalicylic acid). Reaction SMILES: [OH:1][C:2]1[C:10]([N+:11]([O-:13])=[O:12])=[CH:9][CH:8]=[CH:7][C:3]=1[C:4]([OH:6])=[O:5].[Cl:14]C1C=C(C(O)=O)C(O)=CC=1.O>C(O)(=O)C>[Cl:14][C:8]1[CH:7]=[C:3]([C:4]([OH:6])=[O:5])[C:2]([OH:1])=[C:10]([N+:11]([O-:13])=[O:12])[CH:9]=1. Procedure details: The following procedure demonstrates the preparation of compound 1 with X=5−Cl, with comparable procedures being useful for obtaining related compounds having different X. A solution suspension of 10 g of 5-chlorosalicylic acid in 50 ml glacial acetic acid was cooled in an ice bath until the solvent began to freeze. The bath was exchanged to a room temperature water bath and 4.47 g of 90% fuming nitric acid (1:1 equivalent) in 3 ml glacial acetic acid was added dropwise. After addition was compl... The reactants are C(C)(=O)C=1C=C(C(=NC1C)N)C#N (5-acetyl-2-amino-3-cyano-6-methyl-pyridine), Br (HBr), BrBr (bromine). Solvent: C(C)(=O)O (acetic acid). Reaction conditions: temperature 45 celsius, time 5 hour. The product is NC1=NC(=C(C=C1C#N)C(CBr)=O)C (2-Amino-5-bromoacetyl-3-cyano-6-methyl-pyridine). RXN SMILES: [C:1]([C:4]1[CH:5]=[C:6]([C:12]#[N:13])[C:7]([NH2:11])=[N:8][C:9]=1[CH3:10])(=[O:3])[CH3:2].[BrH:14].BrBr>C(O)(=O)C>[NH2:11][C:7]1[C:6]([C:12]#[N:13])=[CH:5][C:4]([C:1](=[O:3])[CH2:2][Br:14])=[C:9]([CH3:10])[N:8]=1. Reported procedure: 2.7 g (15.4 mmol) of 5-acetyl-2-amino-3-cyano-6-methyl-pyridine are suspended in 110 ml of glacial acetic acid, and 1.9 ml (16.2 mmol) of 48% strength HBr are added. Then 5.2 g (32.4 mmol) of bromine are added, and the mixture is stirred at 45° C. for five hours. After cooling, the mixture is filtered with suction and the filter cake is stirred with NaHCO3 solution, filtered with suction and dried. Recrystallization from ethanol is used for purification. Starting materials: C(#N)C1=CC=C(C(CBr)=O)C=C1 (4-cyanophenacyl bromide), Br.C(C1=CC=CC=C1)N1CCC(CC1)NC(=S)N (N-(1-benzylpiperid-4-yl)thiourea hydrobromide), C(C)OCC (diethyl ether). The solvent is CO (methanol). Product: Br.Br.C(C1=CC=CC=C1)N1CCC(CC1)NC=1SC=C(N1)C1=CC=C(C#N)C=C1 (4-{2-[N-(1-Benzylpiperid-4-yl)amino]-1,3-thiazol-4-yl}benzonitrile dihydrobromide). Yield: 86.0%. RXN SMILES: [C:1]([C:3]1[CH:12]=[CH:11][C:6]([C:7](=O)[CH2:8][Br:9])=[CH:5][CH:4]=1)#[N:2].[BrH:13].[CH2:14]([N:21]1[CH2:26][CH2:25][CH:24]([NH:27][C:28]([NH2:30])=[S:29])[CH2:23][CH2:22]1)[C:15]1[CH:20]=[CH:19][CH:18]=[CH:17][CH:16]=1.C(OCC)C>CO>[BrH:9].[BrH:13].[CH2:14]([N:21]1[CH2:22][CH2:23][CH:24]([NH:27][C:28]2[S:29][CH:8]=[C:7]([C:6]3[CH:11]=[CH:12][C:3]([C:1]#[N:2])=[CH:4][CH:5]=3)[N:30]=2)[CH2:25][CH2:26]1)[C:15]1[CH:16]=[CH:17][CH:18]=[CH:19][CH:20]=1 |f:1.2,5.6.7|. Procedure: 12.46 g of 4-cyanophenacyl bromide are added to 18.38 g of N-(1-benzylpiperid-4-yl)thiourea hydrobromide in 200 ml of methanol, and then the reaction mixture is heated under reflux for 4 hours. The mixture is cooled to room temperature and then, successively, 200 ml of diethyl ether are added and the precipitate is filtered and washed with diethyl ether in order to obtain white crystals which melt at 280° C.; yield: 86%. Reactants: NaH2PO4, C(C)OC(=O)N=NC(=O)OCC (DEAD), OC1=CSC=C1 (3-hydroxythiophene), ClC1=NC(=C2NC=NC2=N1)Cl (2,6-dichloropurine), C1(=CC=CC=C1)P(C1=CC=CC=C1)C1=CC=CC=C1 (triphenylphosphine). Solvent: solution, O1CCCC1 (tetrahydrofuran). Conditions: time 8 hour. Product: ClC1=NC(=C2N=CN(C2=N1)C1CSCC1)Cl (2,6-dichloro-9-(tetrahydro-3-thienyl)-9H-purine). Yield: 24.8%. RXN SMILES: O[C:2]1[CH:6]=[CH:5][S:4][CH:3]=1.[Cl:7][C:8]1[N:16]=[C:15]2[C:11]([NH:12][CH:13]=[N:14]2)=[C:10]([Cl:17])[N:9]=1.C1(P(C2C=CC=CC=2)C2C=CC=CC=2)C=CC=CC=1.C(OC(N=NC(OCC)=O)=O)C>O1CCCC1>[Cl:7][C:8]1[N:16]=[C:15]2[C:11]([N:12]=[CH:13][N:14]2[CH:2]2[CH2:6][CH2:5][S:4][CH2:3]2)=[C:10]([Cl:17])[N:9]=1. Procedure details: 312 mg of 3-hydroxythiophene, 380 mg of 2,6-dichloropurine, 6 ml of tetrahydrofuran, 786 mg of triphenylphosphine (P(phenyl)3) are mixed together at ambient temperature then 0.47 ml of DEAD (diethyl-azodicarboxylate) is added over 10 minutes and agitation is carried out overnight at ambient temperature. Then 10 ml of NaH2PO4 in aqueous solution 1M is added, followed by extracting 3 times with 10 ml of methylene chloride, washing with 10 ml of water with 5 of an aqueous solution of sodium chlorid... The reactants are C1(=CC=CC=C1)C1=CN=C(O1)C1CCN(CC1)C(C)=O (1-[4-(5-phenyl-oxazol-2-yl)-piperidin-1-yl]-ethanone), [OH-].[Na+] (NaOH). Solvent: CO (MeOH), O (water). Reaction conditions: temperature 75 celsius. The product is C1(=CC=CC=C1)C1=CN=C(O1)C1CCNCC1 (4-(5-phenyl-oxazol-2yl)-piperidine). Reaction SMILES: [C:1]1([C:7]2[O:11][C:10]([CH:12]3[CH2:17][CH2:16][N:15](C(=O)C)[CH2:14][CH2:13]3)=[N:9][CH:8]=2)[CH:6]=[CH:5][CH:4]=[CH:3][CH:2]=1.[OH-].[Na+]>CO.O>[C:1]1([C:7]2[O:11][C:10]([CH:12]3[CH2:17][CH2:16][NH:15][CH2:14][CH2:13]3)=[N:9][CH:8]=2)[CH:2]=[CH:3][CH:4]=[CH:5][CH:6]=1 |f:1.2|. Procedure: A solution of 1-[4-(5-phenyl-oxazol-2-yl)-piperidin-1-yl]-ethanone (30.0 g, 110.99 mmol), prepared as part B, in MeOH (450 ml) is treated with a solution of NaOH (44.40 g, 1109.90 mmol) in water (150 ml), heated at 75° C. for 18 hours, and then the reaction mixture is concentrated to 1/3 volume. Upon addition of ca. an equal volume of water, crystallization occurred. The solids are filtered, washed with water and dried in a vacuum over at 70° C. to afford 4-(5-phenyl-oxazol-2yl)-piperidine as a ...